Dataset: the Open Reaction Database (ORD), a public repository of structured organic reaction records. Task: describe an organic reaction: reactants, conditions, products, and yield Conditions: time 30 minute. Product: C(#N)C1=C(OCC(=O)OC(C)C)C=CC(=C1NCC1=C(C=CC(=C1)C1=CC(=CC=C1)F)F)F (Isopropyl 2-[2-cyano-4-fluoro-3-[[2-fluoro-5-(3-fluorophenyl)phenyl]methylamino]phenoxy]acetate). Starting materials: FC=1C(=C(C#N)C(=CC1)O)NCC1=C(C=CC(=C1)C1=CC(=CC=C1)F)F (3-fluoro-2-[[2-fluoro-5-(3-fluorophenyl)phenyl]methylamino]-6-hydroxy-benzonitrile), C(=O)([O-])[O-].[Cs+].[Cs+] (Cs2CO3), BrCC(=O)OC(C)C (isopropyl 2-bromoacetate). RXN SMILES: [F:1][C:2]1[C:3]([NH:11][CH2:12][C:13]2[CH:18]=[C:17]([C:19]3[CH:24]=[CH:23][CH:22]=[C:21]([F:25])[CH:20]=3)[CH:16]=[CH:15][C:14]=2[F:26])=[C:4]([C:7]([OH:10])=[CH:8][CH:9]=1)[C:5]#[N:6].C([O-])([O-])=O.[Cs+].[Cs+].Br[CH2:34][C:35]([O:37][CH:38]([CH3:40])[CH3:39])=[O:36]>CC(C)=O>[C:5]([C:4]1[C:3]([NH:11][CH2:12][C:13]2[CH:18]=[C:17]([C:19]3[CH:24]=[CH:23][CH:22]=[C:21]([F:25])[CH:20]=3)[CH:16]=[CH:15][C:14]=2[F:26])=[C:2]([F:1])[CH:9]=[CH:8][C:7]=1[O:10][CH2:34][C:35]([O:37][CH:38]([CH3:40])[CH3:39])=[O:36])#[N:6] |f:1.2.3|. The solvent is CC(=O)C (acetone). Isolated yield 59.4%. Procedure details: To a solution of 3-fluoro-2-[[2-fluoro-5-(3-fluorophenyl)phenyl]methylamino]-6-hydroxy-benzonitrile (360 mg, 1.0 mmol, 1 eq) in acetone was added Cs2CO3 (651.6 mg, 2.0 mmol, 2 eq). The reaction was stirred for 30 min at room temperature then isopropyl 2-bromoacetate (221 mg, 1.2 mmol, 1.2 eq) was added. The reaction was stirred for a further 2 h, then quenched with water and the aqueous layer was extracted with EtOAc. The combined organic extracts were washed with brine, dried (Na2SO4), filtered... The reactants are O=[N+]([O-])c1ccc(Oc2ccccc2)c(Cl)c1Oc1ccccc1, NCCCCCCN, C1COCCO1. The product is NCCCCCCNc1c([N+](=O)[O-])ccc(Oc2ccccc2)c1Cl. As a reaction SMILES: [Cl:1][c:2]1[c:3]([O:18][c:19]2[cH:20][cH:21][cH:22][cH:23][cH:24]2)[cH:4][cH:5][c:6]([N+:15](=[O:16])[O-:17])[c:7]1[O:8][c:9]1[cH:10][cH:11][cH:12][cH:13][cH:14]1.[NH2:25][CH2:26][CH2:27][CH2:28][CH2:29][CH2:30][CH2:31][NH2:32].[O:33]1[CH2:34][CH2:35][O:36][CH2:37][CH2:38]1>>[Cl:1][c:2]1[c:3]([O:18][c:19]2[cH:20][cH:21][cH:22][cH:23][cH:24]2)[cH:4][cH:5][c:6]([N+:15](=[O:16])[O-:17])[c:7]1[NH:25][CH2:26][CH2:27][CH2:28][CH2:29][CH2:30][CH2:31][NH2:32]. Starting materials: ice water, NC1=C2CCC(C2=CC=C1)(C)C (4-amino-1,1-dimethylindane), N1=CC=CC=C1 (pyridine), ClC1=C(C(=O)Cl)C=CC=N1 (2-chloronicotinic acid chloride). Solvent: C(C)(=O)OCC (ethyl acetate). Conditions: time 1 hour. The product is ClC1=NC=CC=C1C(=O)NC1=C2CCC(C2=CC=C1)(C)C (2-chloro-N-(1,1-dimethylindan-4-yl)-pyridine-3-carboxamide). Yield: 83.1%. Reaction SMILES: [NH2:1][C:2]1[CH:10]=[CH:9][CH:8]=[C:7]2[C:3]=1[CH2:4][CH2:5][C:6]2([CH3:12])[CH3:11].N1C=CC=CC=1.[Cl:19][C:20]1[N:28]=[CH:27][CH:26]=[CH:25][C:21]=1[C:22](Cl)=[O:23]>C(OCC)(=O)C>[Cl:19][C:20]1[C:21]([C:22]([NH:1][C:2]2[CH:10]=[CH:9][CH:8]=[C:7]3[C:3]=2[CH2:4][CH2:5][C:6]3([CH3:12])[CH3:11])=[O:23])=[CH:25][CH:26]=[CH:27][N:28]=1. Procedure: To a solution of 200 mg (1.2 mmol) of 4-amino-1,1-dimethylindane and 0.15 g (1.9 mmol) of pyridine in 15 ml of ethyl acetate was added 0.24 g (1.4 mmol) of 2-chloronicotinic acid chloride under ice cooling, and the mixture was stirred at room temperature for one hour. The reaction mixture was poured into ice water and extracted with ethyl acetate. The extract was washed with water, dried over Glauber's salt and then concentrated under reduced pressure. The white residue was recrystallized with h... Starting materials: C=CCOP(=O)(OCC=C)OCc1cocc1C(=O)O, CN(C)C=O, Cc1ccccc1, O=C(Cl)C(=O)Cl, ClCCl. The product is C=CCOP(=O)(OCC=C)OCc1cocc1C(=O)Cl. As a reaction SMILES: [CH2:1]([CH:2]=[CH2:3])[O:4][P:5](=[O:6])([O:7][CH2:8][CH:9]=[CH2:10])[O:11][CH2:12][c:13]1[c:14]([C:18](=[O:19])[OH:20])[cH:15][o:16][cH:17]1.[CH3:21][N:22]([CH3:23])[CH:24]=[O:25].[CH3:32][c:33]1[cH:34][cH:35][cH:36][cH:37][cH:38]1.[Cl:26][C:27]([C:28]([Cl:29])=[O:30])=[O:31].[Cl:39][CH2:40][Cl:41]>>[CH2:1]([CH:2]=[CH2:3])[O:4][P:5](=[O:6])([O:7][CH2:8][CH:9]=[CH2:10])[O:11][CH2:12][c:13]1[c:14]([C:18](=[O:20])[Cl:26])[cH:15][o:16][cH:17]1. The reactants are CC(=O)C (acetone), C(CCC)OC1=NC=C(C(=N1)C)C(=O)OCC (ethyl 2-butoxy-4-methylpyrimidine-5-carboxylate), [OH-].[Na+] (sodium hydroxide). Run in O (water). Reaction conditions: time 1 hour. The product is C(CCC)OC1=NC=C(C(=N1)C)C(=O)O (2-butoxy-4-methylpyrimidine-5-carboxylic acid). Isolated yield 90.6%. As a reaction SMILES: CC(C)=O.[CH2:5]([O:9][C:10]1[N:15]=[C:14]([CH3:16])[C:13]([C:17]([O:19]CC)=[O:18])=[CH:12][N:11]=1)[CH2:6][CH2:7][CH3:8].[OH-].[Na+]>O>[CH2:5]([O:9][C:10]1[N:15]=[C:14]([CH3:16])[C:13]([C:17]([OH:19])=[O:18])=[CH:12][N:11]=1)[CH2:6][CH2:7][CH3:8] |f:2.3|. Procedure details: To 50 ml of acetone, 10.0 g (42 mmol) of ethyl 2-butoxy-4-methylpyrimidine-5-carboxylate was dissolved, followed by adding 50 ml of water, then adding drop-wise 13.4 g (84 mmol) of a 25% sodium hydroxide aqueous solution, and stirring at room temperature for 1 hour. The reaction liquid was concentrated at 40° C. under reduced pressure to remove acetone, and 10% hydrochloric acid was added to make acidic. The crystal precipitated was filtered, washed with water and dried to obtain 8.00 g (yield: ... Starting materials: C(C)(C)(C)OC(=O)N1CCC(CC1)OC1=CC=C(C=C1)N(C(C1=CC=C(C=C1)C(=O)OC)=O)CC1=NC2=C(N1CC(NC1CCCCC1)=O)C=CC(=C2)C(=N)N (2-[N-[4-(1-tert-butoxycarbonylpiperidin-4-yloxy)phenyl]-N-(4-methoxycarbonylbenzoyl)aminomethyl]-1-(cyclohexylcarbamoylmethyl)-benzimidazole-5-carboxamidine), FC(C(=O)O)(F)F (trifluoroacetic acid), C(Cl)(Cl)Cl (chloroform). Reaction conditions: time 5 minute. Yields the product Cl.Cl.N1CCC(CC1)OC1=CC=C(C=C1)N(C(C1=CC=C(C=C1)C(=O)OC)=O)CC1=NC2=C(N1CC(NC1CCCCC1)=O)C=CC(=C2)C(=N)N (2-[N-[4-(Piperidin-4-yloxy)phenyl]-N-(4-methoxycarbonylbenzoyl)aminomethyl]-1-(cyclohexylcarbamoylmethyl)benzimidazole-5-carboxamidine Dihydrochloride). As a reaction SMILES: C(OC([N:8]1[CH2:13][CH2:12][CH:11]([O:14][C:15]2[CH:20]=[CH:19][C:18]([N:21]([CH2:34][C:35]3[N:39]([CH2:40][C:41](=[O:49])[NH:42][CH:43]4[CH2:48][CH2:47][CH2:46][CH2:45][CH2:44]4)[C:38]4[CH:50]=[CH:51][C:52]([C:54]([NH2:56])=[NH:55])=[CH:53][C:37]=4[N:36]=3)[C:22](=[O:33])[C:23]3[CH:28]=[CH:27][C:26]([C:29]([O:31][CH3:32])=[O:30])=[CH:25][CH:24]=3)=[CH:17][CH:16]=2)[CH2:10][CH2:9]1)=O)(C)(C)C.FC(F)(F)C(O)=O.C(Cl)(Cl)[Cl:65]>>[ClH:65].[ClH:65].[NH:8]1[CH2:13][CH2:12][CH:11]([O:14][C:15]2[CH:20]=[CH:19][C:18]([N:21]([CH2:34][C:35]3[N:39]([CH2:40][C:41](=[O:49])[NH:42][CH:43]4[CH2:48][CH2:47][CH2:46][CH2:45][CH2:44]4)[C:38]4[CH:50]=[CH:51][C:52]([C:54]([NH2:56])=[NH:55])=[CH:53][C:37]=4[N:36]=3)[C:22](=[O:33])[C:23]3[CH:24]=[CH:25][C:26]([C:29]([O:31][CH3:32])=[O:30])=[CH:27][CH:28]=3)=[CH:17][CH:16]=2)[CH2:10][CH2:9]1 |f:3.4.5|. Reported procedure: To a solution of 2-[N-[4-(1-tert-butoxycarbonylpiperidin-4-yloxy)phenyl]-N-(4-methoxycarbonylbenzoyl)aminomethyl]-1-(cyclohexylcarbamoylmethyl)-benzimidazole-5-carboxamidine (201 mg) in chloroform (1 ml) was added trifluoroacetic acid (1 ml), and the mixture was stirred for 5 min. After completion of the reaction, the solvent was evaporated and to the obtained residue was added a 1N hydrogen chloride-diethyl ether solution. The obtained solid was collected by filtration and dried under reduced p... Reactants: ClC1=CC=C(C=C1)CCOC1=CC=C(C=O)C=C1 (4-[2-(4-chloro-phenyl)-ethoxy]-bezaldehyde), C(CCC)NC=1C(=C(C=C(C1)OCCCN(CC)CC)OCCCN(CC)CC)N (N1-Butyl-3,5-bis-(3-diethylamino-propoxy)-benzene-1,2-diamine). Run in C(C)O (ethanol). Yields the product C(CCC)N1C(=NC2=C1C=C(C=C2OCCCN(CC)CC)OCCCN(CC)CC)C2=CC=C(C=C2)OCCC2=CC=C(C=C2)Cl ((3-(1-Butyl-2-{4-[2-(4-chlorophenyl)-ethoxy]-phenyl}-6-(3-diethylaminopropoxy)-1H-benzimidazole-4-yloxy)-propyl)diethyl-amine). Yield: 31.9%. Reaction SMILES: [Cl:1][C:2]1[CH:7]=[CH:6][C:5]([CH2:8][CH2:9][O:10][C:11]2[CH:18]=[CH:17][C:14]([CH:15]=O)=[CH:13][CH:12]=2)=[CH:4][CH:3]=1.[CH2:19]([NH:23][C:24]1[C:25]([NH2:48])=[C:26]([O:39][CH2:40][CH2:41][CH2:42][N:43]([CH2:46][CH3:47])[CH2:44][CH3:45])[CH:27]=[C:28]([O:30][CH2:31][CH2:32][CH2:33][N:34]([CH2:37][CH3:38])[CH2:35][CH3:36])[CH:29]=1)[CH2:20][CH2:21][CH3:22]>C(O)C>[CH2:19]([N:23]1[C:24]2[CH:29]=[C:28]([O:30][CH2:31][CH2:32][CH2:33][N:34]([CH2:35][CH3:36])[CH2:37][CH3:38])[CH:27]=[C:26]([O:39][CH2:40][CH2:41][CH2:42][N:43]([CH2:46][CH3:47])[CH2:44][CH3:45])[C:25]=2[N:48]=[C:15]1[C:14]1[CH:17]=[CH:18][C:11]([O:10][CH2:9][CH2:8][C:5]2[CH:6]=[CH:7][C:2]([Cl:1])=[CH:3][CH:4]=2)=[CH:12][CH:13]=1)[CH2:20][CH2:21][CH3:22]. Reported procedure: This compound was prepared according to General Procedure K by refluxing a mixture of 4-[2-(4-chloro-phenyl)-ethoxy]-bezaldehyde (300 mg) and N1-Butyl-3,5-bis-(3-diethylamino-propoxy)-benzene-1,2-diamine (synthesized via General Procedures J1 and J2 and I) (200 mg) in ethanol overnight. Ethanol was removed in vacuo and the residue was purified by silica gel chromatography using 5% MeOH in DCM to give pure (3-(1-Butyl-2-{4-[2-(4-chlorophenyl)-ethoxy]-phenyl}-6-(3-diethylaminopropoxy)-1H-benzimida...